From a dataset of the Open Reaction Database (ORD), a public repository of structured organic reaction records. describe an organic reaction: reactants, conditions, products, and yield Reactants: NC1CCc2cc(Br)ccc21, CC(C)S(=O)(=O)Cl, ClCCl, C1CCC2=NCCCN2CC1. As a reaction SMILES: [Br:8][c:9]1[cH:10][c:11]2[c:15]([cH:16][cH:17]1)[CH:14]([NH2:18])[CH2:13][CH2:12]2.[CH3:1][CH:2]([CH3:3])[S:4](=[O:5])(=[O:6])[Cl:7].[Cl:30][CH2:31][Cl:32].[N:19]12[CH2:20][CH2:21][CH2:22][N:23]=[C:24]1[CH2:25][CH2:26][CH2:27][CH2:28][CH2:29]2>>[CH3:1][CH:2]([CH3:3])[S:4](=[O:5])(=[O:6])[NH:18][CH:14]1[CH2:13][CH2:12][c:11]2[cH:10][c:9]([Br:8])[cH:17][cH:16][c:15]21. The product is CC(C)S(=O)(=O)NC1CCc2cc(Br)ccc21.